This data is from the Open Reaction Database (ORD), a public repository of structured organic reaction records. The task is: describe an organic reaction: reactants, conditions, products, and yield The reactants are BrC(C(=O)Cl)C (2-bromo-propionylchloride), [OH-].[Na+] (NaOH), 33g, NC(CC1=CC=CC=C1)C(=O)O (DL-phenylalanine), [OH-].[Na+] (NaOH), C(C1=CC=CC=C1)(=S)O (thiobenzoic acid). Product: C(C1=CC=CC=C1)(=O)SC(C(=O)N[C@@H](CC1=CC=CC=C1)C(=O)O)C (N-(2-benzoylmercaptopropionyl)phenylalanine). As a reaction SMILES: [NH2:1][CH:2]([C:10]([OH:12])=[O:11])[CH2:3][C:4]1[CH:9]=[CH:8][CH:7]=[CH:6][CH:5]=1.[OH-].[Na+].Br[CH:16]([CH3:20])[C:17](Cl)=[O:18].[C:21]([OH:29])(=[S:28])[C:22]1[CH:27]=[CH:26][CH:25]=[CH:24][CH:23]=1>>[C:21]([S:28][CH:16]([CH3:20])[C:17]([NH:1][C@H:2]([C:10]([OH:12])=[O:11])[CH2:3][C:4]1[CH:9]=[CH:8][CH:7]=[CH:6][CH:5]=1)=[O:18])(=[O:29])[C:22]1[CH:27]=[CH:26][CH:25]=[CH:24][CH:23]=1 |f:1.2|. Reported procedure: 33g (0.20 mol) of DL-phenylalanine was neutralized with 100 ml of 2N-NaOH solution and to the resulting solution were simultaneously added dropwise 34.2g (0.20 mol) of 2-bromo-propionylchloride and 110 ml of 2N-NaOH solution over about one hour while stirring and ice-cooling. During the reaction, the reaction mixture was maintained in a slightly alkaline condition. After completion of the addition, the ice-bath was removed and the mixture was stirred at room temperature for a further 2 hours. Th... The reactants are CCCCc1nc(CNC(=O)OC(C)(C)C)n[nH]1, CO, CCCCC(=N)C(=O)OCC. Yields the product CCCCCc1nc(CNC(=O)OC(C)(C)C)n[nH]1. As a reaction SMILES: [CH2:1]([CH2:2][CH2:3][CH3:4])[c:5]1[n:6][c:7]([CH2:10][NH:11][C:12](=[O:13])[O:14][C:15]([CH3:16])([CH3:17])[CH3:18])[n:8][nH:9]1.[CH3:30][OH:31].[NH:19]=[C:20]([CH2:21][CH2:22][CH2:23][CH3:24])[C:25]([O:26][CH2:27][CH3:28])=[O:29]>>[CH2:1]([CH2:2][CH2:3][CH2:4][CH3:20])[c:5]1[n:6][c:7]([CH2:10][NH:11][C:12](=[O:13])[O:14][C:15]([CH3:16])([CH3:17])[CH3:18])[n:8][nH:9]1. The reactants are BrC1=CC=C(S1)S(=O)(=O)NN (5-bromo-2-thiophenesulfonyl hydrazine), BrBr (bromine), BrBr (bromine). The solvent is CCOCC.CCCCCC (ether hexane), C(Cl)(Cl)Cl (chloroform). Yields the product BrC1=CC=C(S1)S(=O)(=O)Br (5-Bromo-2-thiophenesulfonyl Bromide). RXN SMILES: [Br:1][C:2]1[S:6][C:5]([S:7](NN)(=[O:9])=[O:8])=[CH:4][CH:3]=1.[Br:12]Br>C(Cl)(Cl)Cl.CCOCC.CCCCCC>[Br:1][C:2]1[S:6][C:5]([S:7]([Br:12])(=[O:9])=[O:8])=[CH:4][CH:3]=1 |f:3.4|. Reported procedure: To a slurry of 6.43 g (0.025 mol) of 5-bromo-2-thiophenesulfonyl hydrazine and some crushed ice in 100 ml of chloroform was added 8.0 g (0.05) of bromine dropwise with stirring. After the addition was complete and all of the bromine color had disappeared, the chloroform layer was separated and dried over anhydrous magnesium sulfate. The chloroform was removed in vacuo, leaving an orange oil. The oil was dissolved in ether/hexane and cooled to crystallize 3.67 g of the title compound as off-white... Reactants: COC1=CC=C2C(=CC=NC2=C1)Cl (7-Methoxy-4-chloroquinoline), Br (hydrobromic acid), C([O-])(O)=O.[Na+] (sodium bicarbonate). Yields the product ClC1=CC(=NC2=CC(=CC=C12)O)Br (4-chloro(bromo)-7-hydroxyquinoline). As a reaction SMILES: C[O:2][C:3]1[CH:12]=[C:11]2[C:6]([C:7]([Cl:13])=[CH:8][CH:9]=[N:10]2)=[CH:5][CH:4]=1.C(=O)(O)[O-].[Na+].[BrH:19]>>[Cl:13][C:7]1[C:6]2[C:11](=[CH:12][C:3]([OH:2])=[CH:4][CH:5]=2)[N:10]=[C:9]([Br:19])[CH:8]=1 |f:1.2|. Procedure: 7-Methoxy-4-chloroquinoline(13 g, 67 mmol) was refluxed for 24 hours with 47% hydrobromic acid (30 ml). After allowing to cool, aqueous solution of saturated sodium bicarbonate was added for neutralization and the resulting crystals were filtered. The obtained crystals were washed with water, sufficiently dried and recrystallized from ethanol to obtain 9 g of 4-chloro(bromo)-7-hydroxyquinoline [a mixture of 4-chloro-7-hydroxyquinoline and 4-bromo-7-hydroxy-quinoline (7 : 3)]. This mixture was us... Starting materials: [C@@H]1([C@H](O)[C@@H](O)[C@H](O)[C@H](O1)CO)OC1=NC(=CC(=C1CC1=CC=C(C=C1)CCOCOC)C)C (2-(β-D-glucopyranosyloxy)-3-[4-(2-methoxymethyloxyethyl)benzyl]-4,6-dimethylpyridine), C[Si](Br)(C)C (trimethylbromosilane), C([O-])(O)=O.[Na+] (sodium bicarbonate). Solvent: ClCCl (dichloromethane). Conditions: time 10 minute. The product is [C@@H]1([C@H](O)[C@@H](O)[C@H](O)[C@H](O1)CO)OC1=NC(=CC(=C1CC1=CC=C(C=C1)CCO)C)C (2-(β-D-glucopyranosyloxy)-3-[4-(2-hydroxyethyl)benzyl]-4,6-dimethylpyridine). Isolated yield 16.4%. As a reaction SMILES: [C@@H:1]1([O:12][C:13]2[C:18]([CH2:19][C:20]3[CH:25]=[CH:24][C:23]([CH2:26][CH2:27][O:28]COC)=[CH:22][CH:21]=3)=[C:17]([CH3:32])[CH:16]=[C:15]([CH3:33])[N:14]=2)[O:9][C@H:8]([CH2:10][OH:11])[C@@H:6]([OH:7])[C@H:4]([OH:5])[C@H:2]1[OH:3].C[Si](C)(C)Br.C(=O)(O)[O-].[Na+]>ClCCl>[C@@H:1]1([O:12][C:13]2[C:18]([CH2:19][C:20]3[CH:25]=[CH:24][C:23]([CH2:26][CH2:27][OH:28])=[CH:22][CH:21]=3)=[C:17]([CH3:32])[CH:16]=[C:15]([CH3:33])[N:14]=2)[O:9][C@H:8]([CH2:10][OH:11])[C@@H:6]([OH:7])[C@H:4]([OH:5])[C@H:2]1[OH:3] |f:2.3|. Reported procedure: To a solution of 2-(β-D-glucopyranosyloxy)-3-[4-(2-methoxymethyloxyethyl)benzyl]-4,6-dimethylpyridine (0.054 g) in dichloromethane (1.2 mL) was trimethylbromosilane (0.061 mL) at −23° C., and the mixture was stirred for 10 minutes. To the reaction mixture was added saturated aqueous sodium bicarbonate solution, and the mixture was extracted with ethyl acetate. The organic layer was dried over anhydrous sodium sulfate, and the solvent was removed under reduced pressure. The residue was purified b... Starting materials: ClC1=C(C=C(C=C1)O)C (4-chloro-3-methylphenol), [H-].[Na+] (sodium hydride), [I-].[K+] (potassium iodide), BrC(C(=O)OC)C1=CC=C(C=C1)OCCCOC1=CC=C(C=C1)Cl (methyl bromo{p-[3-(p-chlorophenoxy)propoxy]phenyl}acetate). Solvent: O1CCCC1 (tetrahydrofuran), CN(P(=O)(N(C)C)N(C)C)C (hexamethylphosphoramide). Yields the product COC(C(C1=CC=C(C=C1)OCCCOC1=CC=C(C=C1)Cl)OC1=CC(=C(C=C1)Cl)C)=O (Methyl(4-chloro-3-methylphenoxy){p-[3-(p-chlorophenoxy)propoxy]phenyl}acetate). Yield: 105.9%. RXN SMILES: [Cl:1][C:2]1[CH:7]=[CH:6][C:5]([OH:8])=[CH:4][C:3]=1[CH3:9].[H-].[Na+].[I-].[K+].Br[CH:15]([C:20]1[CH:25]=[CH:24][C:23]([O:26][CH2:27][CH2:28][CH2:29][O:30][C:31]2[CH:36]=[CH:35][C:34]([Cl:37])=[CH:33][CH:32]=2)=[CH:22][CH:21]=1)[C:16]([O:18][CH3:19])=[O:17]>O1CCCC1.CN(C)P(N(C)C)(N(C)C)=O>[CH3:19][O:18][C:16](=[O:17])[CH:15]([O:8][C:5]1[CH:6]=[CH:7][C:2]([Cl:1])=[C:3]([CH3:9])[CH:4]=1)[C:20]1[CH:21]=[CH:22][C:23]([O:26][CH2:27][CH2:28][CH2:29][O:30][C:31]2[CH:32]=[CH:33][C:34]([Cl:37])=[CH:35][CH:36]=2)=[CH:24][CH:25]=1 |f:1.2,3.4|. Procedure: As described in Example 30, a mixture of 2.86 g of 4-chloro-3-methylphenol, 0.80 g of 60% sodium hydride-oil dispersion, 3.32 g of potassium iodide, one ml of hexamethylphosphoramide and 8.52 g of methyl bromo{p-[3-(p-chlorophenoxy)propoxy]phenyl}acetate in 70 ml of tetrahydrofuran is refluxed for 18 hours and worked-up to give 10.1 g of gum. The gum is crystallized from petroleum ether containing a small amount of ether to give 7.7 g of white crystals. Purification by chromatography over silica... Reactants: C1CCOC1, CCOC(C)=O, CCCC(C)C, O=C(NCC1(CC2CC2)CCC2(CC1)OCCO2)c1ccc(Cl)cc1Cl, Cl, [Na+], [OH-]. The product is O=C1CCC(CNC(=O)c2ccc(Cl)cc2Cl)(CC2CC2)CC1. As a reaction SMILES: [CH2:42]1[O:43][CH2:44][CH2:45][CH2:46]1.[CH3:30][CH2:31][O:32][C:33]([CH3:34])=[O:35].[CH3:36][CH2:37][CH2:38][CH:39]([CH3:40])[CH3:41].[Cl:1][c:2]1[c:3]([C:4](=[O:5])[NH:6][CH2:7][C:8]2([CH2:18][CH:19]3[CH2:20][CH2:21]3)[CH2:9][CH2:10][C:11]3([O:12][CH2:15][CH2:14][O:13]3)[CH2:16][CH2:17]2)[cH:22][cH:23][c:24]([Cl:26])[cH:25]1.[ClH:27].[Na+:29].[OH-:28]>>[Cl:1][c:2]1[c:3]([C:4](=[O:5])[NH:6][CH2:7][C:8]2([CH2:18][CH:19]3[CH2:20][CH2:21]3)[CH2:9][CH2:10][C:11](=[O:12])[CH2:16][CH2:17]2)[cH:22][cH:23][c:24]([Cl:26])[cH:25]1.